From a dataset of the Open Reaction Database (ORD), a public repository of structured organic reaction records. describe an organic reaction: reactants, conditions, products, and yield Starting materials: C(C1=CC=CC=C1)OC(N(CC1=NN(C=2NC(C=3CCCCC3C21)=O)C)C)=O (methyl-(3-methyl-5-oxo-4,5,6,7,8,9-hexahydro-3H-pyrazolo[3,4-c]isoquinolin-1-ylmethyl)carbamic acid benzyl ester). Solvent: C(C)#N (acetonitrile), FC(C(=O)O)(F)F (trifluoroacetic acid). Yields the product CN1N=C(C2=C1NC(C=1CCCCC21)=O)CNC (3-methyl-1-methylaminomethyl-3,4,6,7,8,9-hexahydropyrazolo[3,4-c]isoquinolin-5-one), hydrochloride salt. Isolated yield 79.0%. As a reaction SMILES: C(O[C:9](=O)[N:10](C)[CH2:11][C:12]1[C:24]2[C:23]3[CH2:22][CH2:21][CH2:20][CH2:19][C:18]=3[C:17](=[O:25])[NH:16][C:15]=2[N:14]([CH3:26])[N:13]=1)C1C=CC=CC=1>FC(F)(F)C(O)=O.C(#N)C>[CH3:26][N:14]1[C:15]2[NH:16][C:17](=[O:25])[C:18]3[CH2:19][CH2:20][CH2:21][CH2:22][C:23]=3[C:24]=2[C:12]([CH2:11][NH:10][CH3:9])=[N:13]1. Reported procedure: A solution of EXAMPLE 38A (160 mg) in trifluoroacetic acid (10 mL) was heated at 60° C. for 18 hours. The mixture was cooled, diluted with acetonitrile and concentrated. The residue was purified by HPLC (Zorbax C-8, 0.1% trifluoroacetic acid/acetonitrile/water) and the trifluoroacetate salt dissolved in methanol and treated with a solution of hydrochloric acid in ether to provide the title compound as the hydrochloride salt (82 mg, 79%). 1H NMR (DMSO-d6): 1.67-1.79 (m, 4H), 2.38-2.45 (m, 2H), 2....